Dataset: the Open Reaction Database (ORD), a public repository of structured organic reaction records. Task: describe an organic reaction: reactants, conditions, products, and yield Reactants: C1CCOC1, Cc1cccc(C)c1N1CC2(C(=O)O)CCCC2C1=O, CS(=O)(=O)Cl, CCN(C(C)C)C(C)C, Nc1cc(C(F)(F)F)cc(C(F)(F)F)c1. Yields the product Cc1cccc(C)c1N1CC2(C(=O)Nc3cc(C(F)(F)F)cc(C(F)(F)F)c3)CCCC2C1=O. RXN SMILES: [CH2:50]1[O:51][CH2:52][CH2:53][CH2:54]1.[CH3:1][c:2]1[c:3]([N:9]2[C:10](=[O:20])[CH:11]3[C:12]([C:17](=[O:18])[OH:19])([CH2:13]2)[CH2:14][CH2:15][CH2:16]3)[c:4]([CH3:8])[cH:5][cH:6][cH:7]1.[CH3:30][S:31](=[O:32])(=[O:33])[Cl:34].[CH:21]([N:22]([CH:23]([CH3:24])[CH3:25])[CH2:26][CH3:27])([CH3:28])[CH3:29].[F:35][C:36]([c:37]1[cH:38][c:39]([NH2:40])[cH:41][c:42]([C:44]([F:45])([F:46])[F:47])[cH:43]1)([F:48])[F:49]>>[CH3:1][c:2]1[c:3]([N:9]2[C:10](=[O:20])[CH:11]3[C:12]([C:17](=[O:19])[NH:40][c:39]4[cH:38][c:37]([C:36]([F:35])([F:48])[F:49])[cH:43][c:42]([C:44]([F:45])([F:46])[F:47])[cH:41]4)([CH2:13]2)[CH2:14][CH2:15][CH2:16]3)[c:4]([CH3:8])[cH:5][cH:6][cH:7]1. The reactants are COC1=CC2=C(NC(N(CC2)C2CCN(CC2)C2=NC=NC(=C2)C(=O)C=2C=C3C=NN(C3=C(C2)C)COCC[Si](C)(C)C)=O)C=C1 (7-methoxy-3-(1-{6-[7-methyl-1-(2-trimethylsilanyl-ethoxymethyl)-1H-indazole-5-carbonyl]-pyrimidin-4-yl}-piperidin-4-yl)-1,3,4,5-tetrahydro-benzo[d][1,3]diazepin-2-one), Cl (HCl), O (water), N (ammonia). Run in CO (MeOH), O1CCOCC1 (dioxane). Yields the product COC1=CC2=C(NC(N(CC2)C2CCN(CC2)C2=NC=NC(=C2)C(=O)C=2C=C3C=NNC3=C(C2)C)=O)C=C1 (7-methoxy-3-{1-[6-(7-methyl-1H-indazole-5-carbonyl)-pyrimidin-4-yl]-piperidin-4-yl}-1,3,4,5-tetrahydro-benzo[d][1,3]diazepin-2-one). As a reaction SMILES: [CH3:1][O:2][C:3]1[CH:46]=[CH:45][C:6]2[NH:7][C:8](=[O:44])[N:9]([CH:12]3[CH2:17][CH2:16][N:15]([C:18]4[CH:23]=[C:22]([C:24]([C:26]5[CH:27]=[C:28]6[C:32](=[C:33]([CH3:35])[CH:34]=5)[N:31](COCC[Si](C)(C)C)[N:30]=[CH:29]6)=[O:25])[N:21]=[CH:20][N:19]=4)[CH2:14][CH2:13]3)[CH2:10][CH2:11][C:5]=2[CH:4]=1.Cl.N.O>CO.O1CCOCC1>[CH3:1][O:2][C:3]1[CH:46]=[CH:45][C:6]2[NH:7][C:8](=[O:44])[N:9]([CH:12]3[CH2:17][CH2:16][N:15]([C:18]4[CH:23]=[C:22]([C:24]([C:26]5[CH:27]=[C:28]6[C:32](=[C:33]([CH3:35])[CH:34]=5)[NH:31][N:30]=[CH:29]6)=[O:25])[N:21]=[CH:20][N:19]=4)[CH2:14][CH2:13]3)[CH2:10][CH2:11][C:5]=2[CH:4]=1. Reported procedure: 65 mg (0.10 mmol) 7-methoxy-3-(1-{6-[7-methyl-1-(2-trimethylsilanyl-ethoxymethyl)-1H-indazole-5-carbonyl]-pyrimidin-4-yl}-piperidin-4-yl)-1,3,4,5-tetrahydro-benzo[d][1,3]diazepin-2-one in 0.4 mL MeOH and 0.6 mL (2.4 mmol) of a 4 molar HCl solution in dioxane was stirred overnight at RT. The mixture was neutralised with 0.4 mL of a 6 molar methanolic ammonia solution, mixed with some water and purified by preparative HPLC-MS. The fractions containing the product were combined and freeze-dried. Starting materials: C1([C@H](O)[C@H](O)[C@H]([C@H](O)[C@H](O)CO)O1)=O (D-glycero-D-gulo-Heptono-1,4-lactone), N1C=NC=C1 (imidazole), CN(C)C=O (DMF), C(C)(C)(C)[Si](C1=CC=CC=C1)(C1=CC=CC=C1)Cl (tert-Butylchlorodiphenylsilane), monosilyl, carbohydrate. The solvent is O (water), C(C)(=O)OCC (Ethyl acetate), C(C)(=O)OCC (ethyl acetate). Conditions: temperature 0 celsius, time 22 hour. Product: [Si](C1=CC=CC=C1)(C1=CC=CC=C1)(C(C)(C)C)OC[C@H]([C@H]([C@H]1[C@H]([C@H](C(=O)O1)O)O)O)O (7 -O-tert-butyldiphenylsilyl-D-glycero-D-gulo-heptono-1,4-lactone). The yield is 55.0%. RXN SMILES: [C:1]1(=[O:14])[O:13][C@@H:6]([C@@H:7]([C@@H:9]([CH2:11][OH:12])[OH:10])[OH:8])[C@@H:4]([OH:5])[C@H:2]1[OH:3].N1C=CN=C1.CN(C=O)C.[C:25]([Si:29](Cl)([C:36]1[CH:41]=[CH:40][CH:39]=[CH:38][CH:37]=1)[C:30]1[CH:35]=[CH:34][CH:33]=[CH:32][CH:31]=1)([CH3:28])([CH3:27])[CH3:26]>C(OCC)(=O)C.O>[Si:29]([O:12][CH2:11][C@@H:9]([OH:10])[C@@H:7]([OH:8])[C@@H:6]1[O:13][C:1](=[O:14])[C@H:2]([OH:3])[C@@H:4]1[OH:5])([C:25]([CH3:28])([CH3:27])[CH3:26])([C:36]1[CH:37]=[CH:38][CH:39]=[CH:40][CH:41]=1)[C:30]1[CH:35]=[CH:34][CH:33]=[CH:32][CH:31]=1. Procedure: D-glycero-D-gulo-Heptono-1,4-lactone (6) (10 g, 48.08 mmol) and imidazole (4.98 g, 1.5 equiv) were added to dry DMF (25 ml) and the mixture stirred at 0° C. under nitrogen. tert-Butylchlorodiphenylsilane (13.74 ml, 1.1 equiv) was added slowly, after which the reaction mixture was allowed to warm up to room temperature over three hours. After 22 hours, t.l.c. (eluant ethyl acetate) indicated that the mixture contained the desired monosilyl derivative (Rf 0.65) and a smaller amount of another carb... Run at time 45 minute. Yields the product ClCC1(CCN(CC1)C(=O)OC(C)(C)C)C(=O)OC (1-tert-butyl 4-methyl 4-(chloromethyl)piperidine-1,4-dicarboxylate). Procedure details: To a solution of diisopropylamine (22.6 mL, 159 mmol) in anhydrous THF (140 mL) in an oven-dried round-bottomed flask was added n-BuLi (65.4 mL, 163 mmol, 2.50 M in hexanes) dropwise at 0° C. The solution was stirred for 45 minutes and 1-tert-butyl 4-methyl piperidine-1,4-dicarboxylate (20 g, 80 mmol) in THF (60 mL) was added dropwise at 0° C. and the mixture was stirred at 0° C. for 1 hour. Chloroiodomethane (17.9 mL, 239 mmol) was added dropwise and the mixture was stirred for 1 h. The mixture... Yield: 51.4%. As a reaction SMILES: C(NC(C)C)(C)C.[Li]CCCC.[N:13]1([C:23]([O:25][C:26]([CH3:29])([CH3:28])[CH3:27])=[O:24])[CH2:18][CH2:17][CH:16]([C:19]([O:21][CH3:22])=[O:20])[CH2:15][CH2:14]1.[Cl:30][CH2:31]I>C1COCC1>[Cl:30][CH2:31][C:16]1([C:19]([O:21][CH3:22])=[O:20])[CH2:15][CH2:14][N:13]([C:23]([O:25][C:26]([CH3:29])([CH3:28])[CH3:27])=[O:24])[CH2:18][CH2:17]1. The solvent is C1CCOC1 (THF), C1CCOC1 (THF). The reactants are C(C)(C)NC(C)C (diisopropylamine), [Li]CCCC (n-BuLi), N1(CCC(CC1)C(=O)OC)C(=O)OC(C)(C)C (1-tert-butyl 4-methyl piperidine-1,4-dicarboxylate), ClCI (Chloroiodomethane). Starting materials: C([O-])([O-])=O.[K+].[K+] (potassium carbonate), ClCC=CC (1-chloro-2-butene), NC=1C=C(C=CC1)C(F)(F)F (3-aminobenzotrifluoride). The yield is 65.5%. Run in CN(C=O)C (dimethylformamide). Procedure: 1.4 g of anhydrous potassium carbonate and 1.0 g of 1-chloro-2-butene were added to 1.6 g of 3-aminobenzotrifluoride in 30 ml of dimethylformamide, followed by stirring at 70°-90° C. for 2 hours. Potassium carbonate was then removed by filtration, and 100 ml of an aqueous saturated sodium chloride solution were added and extraction was then carried out with toluene. After drying over anhydrous sodium sulfate, the solvent was distilled off, and silica gel chromatography was then done to obtain 1.... Reaction conditions: time 2 hour. Product: C(C=CC)NC1=CC(=CC=C1)C(F)(F)F (N-(2-butenyl)-N-(3-trifluoromethylphenyl)amine). Reaction SMILES: C(=O)([O-])[O-].[K+].[K+].Cl[CH2:8][CH:9]=[CH:10][CH3:11].[NH2:12][C:13]1[CH:14]=[C:15]([C:19]([F:22])([F:21])[F:20])[CH:16]=[CH:17][CH:18]=1>CN(C)C=O>[CH2:8]([NH:12][C:13]1[CH:18]=[CH:17][CH:16]=[C:15]([C:19]([F:20])([F:21])[F:22])[CH:14]=1)[CH:9]=[CH:10][CH3:11] |f:0.1.2|. Reaction SMILES: Br[C:2]1[CH:10]=[CH:9][C:8]([N+:11]([O-:13])=[O:12])=[C:7]2[C:3]=1[CH2:4][N:5]([CH3:15])[C:6]2=[O:14].[NH:16]1[CH2:21][CH2:20][O:19][CH2:18][CH2:17]1.CCN(C(C)C)C(C)C>CN(C=O)C>[CH3:15][N:5]1[CH2:4][C:3]2[C:7](=[C:8]([N+:11]([O-:13])=[O:12])[CH:9]=[CH:10][C:2]=2[N:16]2[CH2:21][CH2:20][O:19][CH2:18][CH2:17]2)[C:6]1=[O:14]. Conditions: temperature 90 celsius. Yields the product CN1C(C2=C(C=CC(=C2C1)N1CCOCC1)[N+](=O)[O-])=O (2-Methyl-4-(morpholin-4-yl)-7-nitro-2,3-dihydro-1H-isoindol-1-one). The reactants are BrC1=C2CN(C(C2=C(C=C1)[N+](=O)[O-])=O)C (4-Bromo-2-methyl-7-nitro-2,3-dihydro-1H-isoindol-1-one), N1CCOCC1 (morpholine), CCN(C(C)C)C(C)C (DIPEA). Reported procedure: A mixture of 4-Bromo-2-methyl-7-nitro-2,3-dihydro-1H-isoindol-1-one (100.0 mg, 0.3689 mmol), morpholine (321.7 uL, 3.689 mmol), DIPEA (642.6 uL, 3.689 mmol) in DMF (4 mL) were mixed in sealed tube under an atmosphere of argon and heated at 90° C. for 4 days. The crude material was purified by MDP directly under basic conditions the desired product. MS (ES+): m/z 278.24 (100) [MH+]; HPLC: tR=0.81 min (UPLC, analytical). Run in CN(C)C=O (DMF). Starting materials: Cl.ClC=1C=C(C=CC1)N1N=C(C=C1CN)C(F)(F)F ((1-(3-chlorophenyl)-3-(trifluoromethyl)-1H-pyrazol-5-yl)methanamine hydrochloride), TEA, FC=1C=C(C=CC1OCCOC)NC(OC1=CC=CC=C1)=O (phenyl 3-fluoro-4-(2-methoxyethoxy)phenylcarbamate). Solvent: O (water), C(Cl)Cl (DCM). Conditions: time 16 hour. Product: ClC=1C=C(C=CC1)N1N=C(C=C1CNC(=O)NC1=CC(=C(C=C1)OCCOC)F)C(F)(F)F (1-((1-(3-chlorophenyl)-3-(trifluoromethyl)-1H-pyrazol-5-yl)methyl)-3-(3-fluoro-4-(2-methoxyethoxy)-phenyl)urea). The yield is 53.4%. RXN SMILES: Cl.[Cl:2][C:3]1[CH:4]=[C:5]([N:9]2[C:13]([CH2:14][NH2:15])=[CH:12][C:11]([C:16]([F:19])([F:18])[F:17])=[N:10]2)[CH:6]=[CH:7][CH:8]=1.[F:20][C:21]1[CH:22]=[C:23]([NH:32][C:33](=O)[O:34]C2C=CC=CC=2)[CH:24]=[CH:25][C:26]=1[O:27][CH2:28][CH2:29][O:30][CH3:31]>C(Cl)Cl.O>[Cl:2][C:3]1[CH:4]=[C:5]([N:9]2[C:13]([CH2:14][NH:15][C:33]([NH:32][C:23]3[CH:24]=[CH:25][C:26]([O:27][CH2:28][CH2:29][O:30][CH3:31])=[C:21]([F:20])[CH:22]=3)=[O:34])=[CH:12][C:11]([C:16]([F:17])([F:18])[F:19])=[N:10]2)[CH:6]=[CH:7][CH:8]=1 |f:0.1|. Procedure: To a stirred solution of (1-(3-chlorophenyl)-3-(trifluoromethyl)-1H-pyrazol-5-yl)methanamine hydrochloride (102 mg, 0.327 mmol, 1.0 eq.) in DCM (5.0 mL) was added TEA (1.36 mL, 0.981 mmol, 3.0 eq) followed by phenyl 3-fluoro-4-(2-methoxyethoxy)phenylcarbamate (100 mg, 0.327 mmol, 1.0 eq.) at RT and stirred for 16 h. The reaction mixture was diluted with water (10 mL) and extracted with ethyl acetate (15 mL). The organic layer was washed with water (10 mL) and brine (5 mL), dried over anhydrous N...